Dataset: the Open Reaction Database (ORD), a public repository of structured organic reaction records. Task: describe an organic reaction: reactants, conditions, products, and yield The reactants are CC(C)C1=CC(=C(C(=C1)C(C)C)C2=C(C=CC=C2)P(C3CCCCC3)C4CCCCC4)C(C)C (XPHOS), BrC=1C=NN2C1N=C(C=C2)N2C(OC[C@@H]2C(C)C)=O ((S)-3-(3-bromopyrazolo[1,5-a]pyrimidin-5-yl)-4-isopropyloxazolidin-2-one), CC1(OB(OC1(C)C)C1=CC=C(C(=O)O)C=C1)C (4-(4,4,5,5-tetramethyl-1,3,2-dioxaborolan-2-yl)benzoic acid), C(=O)([O-])[O-].[K+].[K+] (K2CO3). The reagents and catalysts are C=1C=CC(=CC1)/C=C/C(=O)/C=C/C2=CC=CC=C2.C=1C=CC(=CC1)/C=C/C(=O)/C=C/C2=CC=CC=C2.C=1C=CC(=CC1)/C=C/C(=O)/C=C/C2=CC=CC=C2.[Pd].[Pd] (Pd2 dba3). Run in O1CCOCC1 (dioxane), CCOC(=O)C (EtOAc). Conditions: temperature 100 celsius, time 19 hour. Yields the product C(C)(C)[C@@H]1N(C(OC1)=O)C1=NC=2N(C=C1)N=CC2C2=CC=C(C(=O)O)C=C2 ((S)-4-(5-(4-isopropyl-2-oxooxazolidin-3-yl)pyrazolo[1,5-a]pyrimidin-3-yl)benzoic acid). The yield is 45.0%. RXN SMILES: Br[C:2]1[CH:3]=[N:4][N:5]2[CH:10]=[CH:9][C:8]([N:11]3[C@@H:15]([CH:16]([CH3:18])[CH3:17])[CH2:14][O:13][C:12]3=[O:19])=[N:7][C:6]=12.CC1(C)C(C)(C)OB([C:28]2[CH:36]=[CH:35][C:31]([C:32]([OH:34])=[O:33])=[CH:30][CH:29]=2)O1.C([O-])([O-])=O.[K+].[K+].CC(C1C=C(C(C)C)C(C2C=CC=CC=2P(C2CCCCC2)C2CCCCC2)=C(C(C)C)C=1)C>O1CCOCC1.CCOC(C)=O.C1C=CC(/C=C/C(/C=C/C2C=CC=CC=2)=O)=CC=1.C1C=CC(/C=C/C(/C=C/C2C=CC=CC=2)=O)=CC=1.C1C=CC(/C=C/C(/C=C/C2C=CC=CC=2)=O)=CC=1.[Pd].[Pd]>[CH:16]([C@H:15]1[CH2:14][O:13][C:12](=[O:19])[N:11]1[C:8]1[CH:9]=[CH:10][N:5]2[N:4]=[CH:3][C:2]([C:28]3[CH:36]=[CH:35][C:31]([C:32]([OH:34])=[O:33])=[CH:30][CH:29]=3)=[C:6]2[N:7]=1)([CH3:18])[CH3:17] |f:2.3.4,8.9.10.11.12|. Reported procedure: In a vial, a mixture of (S)-3-(3-bromopyrazolo[1,5-a]pyrimidin-5-yl)-4-isopropyloxazolidin-2-one (Example 1, Step 4; 1.82 g, 5.58 mmol), 4-(4,4,5,5-tetramethyl-1,3,2-dioxaborolan-2-yl)benzoic acid (2.08 g, 8.37 mmol), and 2 M K2CO3 (8.37 mL, 16.7 mmol) in dioxane (20 mL) was degassed by bubbling N2 for 5 minutes. Pd2 dba3 (0.51 g, 0.56 mmol) and XPHOS (0.266 g, 0.558 mmol) were added and the reaction was capped under N2 and heated at 100° C. After 19 hours, the mixture was cooled to ambient temp... Starting materials: C(C)(=O)OCC (ethyl acetate), COC(C1=C(C=C(C=C1Cl)Br)CBr)=O (4-bromo-2-bromomethyl-6-chloro-benzoic acid methyl ester), O(C1=CC=CC=C1)C1=CC=C(CN)C=C1 (4-phenoxy-benzylamine), C(=O)([O-])[O-].[K+].[K+] (K2CO3). Solvent: C1(=CC=CC=C1)C (toluene), CCCCCC (hexane). Conditions: temperature 100 celsius, time 2 hour. The product is BrC=1C=C2CN(C(C2=C(C1)Cl)=O)CC1=CC=C(C=C1)OC1=CC=CC=C1 (5-bromo-7-chloro-2-(4-phenoxy-benzyl)-2,3-dihydro-isoindol-1-one). Isolated yield 29.2%. As a reaction SMILES: CO[C:3](=[O:14])[C:4]1[C:9]([Cl:10])=[CH:8][C:7]([Br:11])=[CH:6][C:5]=1[CH2:12]Br.[O:15]([C:22]1[CH:29]=[CH:28][C:25]([CH2:26][NH2:27])=[CH:24][CH:23]=1)[C:16]1[CH:21]=[CH:20][CH:19]=[CH:18][CH:17]=1.C([O-])([O-])=O.[K+].[K+].C(OCC)(=O)C>C1(C)C=CC=CC=1.CCCCCC>[Br:11][C:7]1[CH:6]=[C:5]2[C:4](=[C:9]([Cl:10])[CH:8]=1)[C:3](=[O:14])[N:27]([CH2:26][C:25]1[CH:28]=[CH:29][C:22]([O:15][C:16]3[CH:17]=[CH:18][CH:19]=[CH:20][CH:21]=3)=[CH:23][CH:24]=1)[CH2:12]2 |f:2.3.4|. Procedure details: A mixture of 4-bromo-2-bromomethyl-6-chloro-benzoic acid methyl ester (0.492 g, 1.6 mmol), 4-phenoxy-benzylamine (0.256 mL, 2.0 mmol), and K2CO3 (0.414 g, 3 mmol) in toluene (5 mL) was heated with stirring at 100° C. for 2 h. Workup and silica gel column chromatography using 30% ethyl acetate in hexane afforded 5-bromo-7-chloro-2-(4-phenoxy-benzyl)-2,3-dihydro-isoindol-1-one (0.200 g, 32%). GC-MS: m/z 429 (M)+, 336 (M−93)+. Reactants: ClC1=CC=NC2=CC(=C(C=C12)OC)OC (4-chloro-6,7-dimethoxyquinoline), OC1=CC=C(C=C1)C(=O)C1=CC(=CC=C1)C ((4-Hydroxyphenyl)(3-methylphenyl)methanone), C(O)([O-])=O.[Na+] (sodium hydrogencarbonate). The reagents and catalysts are CN(C1=CC=NC=C1)C (4-Dimethylaminopyridine). Solvent: C=1(C(=CC=CC1)C)C (xylene). Product: COC=1C=C2C(=CC=NC2=CC1OC)OC1=CC=C(C=C1)C(=O)C1=CC(=CC=C1)C ({4-[(6,7-dimethoxy-4-quinolyl)oxy]phenyl}(3-methylphenyl)methanone). The yield is 45.3%. RXN SMILES: [OH:1][C:2]1[CH:7]=[CH:6][C:5]([C:8]([C:10]2[CH:15]=[CH:14][CH:13]=[C:12]([CH3:16])[CH:11]=2)=[O:9])=[CH:4][CH:3]=1.Cl[C:18]1[C:27]2[C:22](=[CH:23][C:24]([O:30][CH3:31])=[C:25]([O:28][CH3:29])[CH:26]=2)[N:21]=[CH:20][CH:19]=1.C(=O)([O-])O.[Na+]>C1(C)C(C)=CC=CC=1.CN(C)C1C=CN=CC=1>[CH3:29][O:28][C:25]1[CH:26]=[C:27]2[C:22](=[CH:23][C:24]=1[O:30][CH3:31])[N:21]=[CH:20][CH:19]=[C:18]2[O:1][C:2]1[CH:3]=[CH:4][C:5]([C:8]([C:10]2[CH:15]=[CH:14][CH:13]=[C:12]([CH3:16])[CH:11]=2)=[O:9])=[CH:6][CH:7]=1 |f:2.3|. Procedure: (4-Hydroxyphenyl)(3-methylphenyl)methanone (307 mg) was dissolved in xylene to prepare a solution. 4-Dimethylaminopyridine (194 mg) and 4-chloro-6,7-dimethoxyquinoline (342 mg) were added to the solution, and the mixture was heated under reflux for 23 hr. A saturated aqueous sodium hydrogencarbonate solution was added thereto, and the mixture was extracted with chloroform. The organic layer was dried over sodium sulfate and was then concentrated. The residue was subjected to separation and purif... Run at temperature 40 celsius, time 4 hour. Reaction SMILES: [CH2:1]([CH:4]1[N:27]([C:28]([O:30][C:31]([CH3:34])([CH3:33])[CH3:32])=[O:29])[C:8]2=[N:9][C:10]([C:20]3[CH:25]=[CH:24][C:23]([CH3:26])=[CH:22][CH:21]=3)=[C:11]([C:13]3[CH:18]=[CH:17][C:16]([CH3:19])=[CH:15][CH:14]=3)[N:12]=[C:7]2[CH2:6][CH2:5]1)[CH:2]=[CH2:3].N#N.[C:37]([O:43][CH2:44][CH3:45])(=[O:42])[CH2:38][CH2:39]C=C>C(Cl)Cl.Cl[Ru](=C1N(C2C(C)=CC(C)=CC=2C)CCN1C1C(C)=CC(C)=CC=1C)(Cl)(=CC1C=CC=CC=1)[P](C1CCCCC1)(C1CCCCC1)C1CCCCC1.[Cu]I>[CH2:44]([O:43][C:37](=[O:42])[CH2:38][CH2:39][CH:3]=[CH:2][CH2:1][CH:4]1[N:27]([C:28]([O:30][C:31]([CH3:34])([CH3:33])[CH3:32])=[O:29])[C:8]2=[N:9][C:10]([C:20]3[CH:21]=[CH:22][C:23]([CH3:26])=[CH:24][CH:25]=3)=[C:11]([C:13]3[CH:18]=[CH:17][C:16]([CH3:19])=[CH:15][CH:14]=3)[N:12]=[C:7]2[CH2:6][CH2:5]1)[CH3:45] |^1:81|. The reagents and catalysts are Cl[Ru]([P](C1CCCCC1)(C2CCCCC2)C3CCCCC3)(=CC4=CC=CC=C4)(Cl)=C5N(C6=C(C)C=C(C)C=C6C)CCN5C7=C(C)C=C(C)C=C7C (Grubbs (II)), [Cu]I (copper(I) iodide). Run in C(Cl)Cl (DCM). Yields the product C(C)OC(CCC=CCC1CCC=2C(=NC(=C(N2)C2=CC=C(C=C2)C)C2=CC=C(C=C2)C)N1C(=O)OC(C)(C)C)=O (tert-Butyl 6-(6-ethoxy-6-oxohex-2-enyl)-2,3-di-p-tolyl-7,8-dihydropyrido[2,3-b]pyrazine-5(6H)-carboxylate). Reported procedure: Tert-butyl 6-allyl-2,3-di-p-tolyl-7,8-dihydropyrido[2,3-b]pyrazine-5(6H)-carboxylate (step 2)(97 mg, 0.213 mmol) in DCM (3 ml) degassed with N2 was treated with ethyl pent-4-enoate (0.036 ml, 0.255 mmol), copper(I) iodide (4.05 mg, 0.021 mmol) and Grubbs (II) catalyst (9.04 mg, 10.65 μmol). After stirring at 40° C. for 4 hours, the mixture was concentrated under reduced pressure and purification by chromatography on silica eluting with 0-10% EtOAc in iso-hexane afforded the titled compound as a ... Starting materials: C(C=C)C1CCC=2C(=NC(=C(N2)C2=CC=C(C=C2)C)C2=CC=C(C=C2)C)N1C(=O)OC(C)(C)C (Tert-butyl 6-allyl-2,3-di-p-tolyl-7,8-dihydropyrido[2,3-b]pyrazine-5(6H)-carboxylate), N#N (N2), C(CCC=C)(=O)OCC (ethyl pent-4-enoate). Product: C(C)(=O)OCC1=NC(=CC=C1)OCC1=CC=CC=C1 (2-acetoxymethyl-6-benzyloxypyridine). Starting materials: C(C1=CC=CC=C1)OC1=[N+](C(=CC=C1)C)[O-] (2-benzyloxy-6-methylpyridine N-oxide), C(C)(=O)OC(C)=O (acetic anhydride). Procedure: A mixture of 2-benzyloxy-6-methylpyridine N-oxide (3.4 g, 15.9 mmol) and acetic anhydride (125 mL) was heated under reflux for 1 h. The resulting solution was concentrated under vacuum, and the residue was partitioned between aqueous sodium bicarbonate and dichloromethane. The organic extract was washed with brine, dried over anhydrous sodium sulfate, filtered, and concentrated under vacuum. The residue was subjected to column chromatography on silica gel eluting with 10-20% ethyl acetate in hex... Reaction SMILES: [CH2:1]([O:8][C:9]1[CH:14]=[CH:13][CH:12]=[C:11]([CH3:15])[N+:10]=1[O-])[C:2]1[CH:7]=[CH:6][CH:5]=[CH:4][CH:3]=1.[C:17]([O:20]C(=O)C)(=[O:19])[CH3:18]>>[C:17]([O:20][CH2:15][C:11]1[CH:12]=[CH:13][CH:14]=[C:9]([O:8][CH2:1][C:2]2[CH:7]=[CH:6][CH:5]=[CH:4][CH:3]=2)[N:10]=1)(=[O:19])[CH3:18]. Starting materials: BrCC1=CC(=CC=C1)C(=O)Cl (α-bromo-m-toluoyl chloride), C(C)(C)O (isopropyl alcohol), N1=C(C=CC=C1C)C (2,6-lutidine). The solvent is CCOCC (ether). Run at time 3 hour. Yields the product Cl.N1=C(C=CC=C1C)C (2,6 -lutidine hydrochloride). Yield: 40.4%. As a reaction SMILES: BrCC1C=CC=C(C([Cl:11])=O)C=1.C(O)(C)C.[N:16]1[C:21]([CH3:22])=[CH:20][CH:19]=[CH:18][C:17]=1[CH3:23]>CCOCC>[ClH:11].[N:16]1[C:21]([CH3:22])=[CH:20][CH:19]=[CH:18][C:17]=1[CH3:23] |f:4.5|. Reported procedure: To a vessel containing 20 g (about 0.093 mol) of crude α-bromo-m-toluoyl chloride and 6 g (0.10 mol) of isopropyl alcohol in 50 ml of ether is added, with cooling, about 10 g (0.093 mol) of 2,6-lutidine. After about 3 hours, 4.3 g of solid 2,6-lutidine hydrochloride is filtered off. After an additional 21 hours, 100 ml of ether is added and the mixture is filtered to give an additional 5.4 g of 2,6 -lutidine hydrochloride. The filtrate is washed with 2 × 100 ml of ice water, two 100 ml portions ...